From a dataset of the Open Reaction Database (ORD), a public repository of structured organic reaction records. describe an organic reaction: reactants, conditions, products, and yield The reactants are O=C([O-])C(F)(F)Cl, N#Cc1ncc(O)cc1Cl, [K+], [K+], [Na+], O=C([O-])[O-], CN(C)C=O, O. The product is N#Cc1ncc(OC(F)F)cc1Cl. As a reaction SMILES: [Cl:17][C:18]([C:19]([O-:20])=[O:21])([F:22])[F:23].[Cl:1][c:2]1[c:3]([C:9]#[N:10])[n:4][cH:5][c:6]([OH:8])[cH:7]1.[K+:11].[K+:12].[Na+:24].[O-:13][C:14]([O-:15])=[O:16].[O:25]=[CH:26][N:27]([CH3:28])[CH3:29].[OH2:30]>>[Cl:1][c:2]1[c:3]([C:9]#[N:10])[n:4][cH:5][c:6]([O:8][CH:18]([F:22])[F:23])[cH:7]1. Reactants: [Ba+2], ClCCl, CC[N+](CC)(CC)Cc1ccccc1, COc1ccc(C2Sc3ccccc3NC(=O)C2O)cc1, CN(C)CCCl, [Cl-], Cl, [OH-], [OH-], O, O, O, O, O, O, O, O, O. Product: COc1ccc(C2Sc3ccccc3N(CCN(C)C)C(=O)C2O)cc1. RXN SMILES: [Ba+2:31].[CH2:33]([Cl:34])[Cl:35].[CH2:44]([N+:45]([CH2:46][CH3:47])([CH2:48][CH3:49])[CH2:50][c:51]1[cH:52][cH:53][cH:54][cH:55][cH:56]1)[CH3:57].[CH3:1][O:2][c:3]1[cH:4][cH:5][c:6]([CH:9]2[S:10][c:11]3[c:12]([cH:18][cH:19][cH:20][cH:21]3)[NH:13][C:14](=[O:17])[CH:15]2[OH:16])[cH:7][cH:8]1.[CH3:37][N:38]([CH2:39][CH2:40][Cl:41])[CH3:42].[Cl-:43].[ClH:36].[OH-:30].[OH-:32].[OH2:22].[OH2:23].[OH2:24].[OH2:25].[OH2:26].[OH2:27].[OH2:28].[OH2:29].[OH2:58]>>[CH3:1][O:2][c:3]1[cH:4][cH:5][c:6]([CH:9]2[S:10][c:11]3[c:12]([cH:18][cH:19][cH:20][cH:21]3)[N:13]([CH2:40][CH2:39][N:38]([CH3:37])[CH3:42])[C:14](=[O:17])[CH:15]2[OH:16])[cH:7][cH:8]1. Starting materials: NC1=CC=C2CCCN(C2=C1)CCOC (7-amino-1-(2-methoxyethyl)-1,2,3,4-tetrahydroquinoline), C1(=CC=C(C=C1)C(=O)O)C1=CC=CC=C1 (4-biphenylcarboxylic acid), Cl.CN(CCCN=C=NCC)C (1-(3-dimethylaminopropyl)-3-ethylcarbodiimide hydrochloride). The reagents and catalysts are CN(C1=CC=NC=C1)C (4-dimethylaminopyridine). Run in C(Cl)Cl (DCM), C(Cl)Cl (DCM). Conditions: time 8 hour. Yields the product COCCN1CCCC2=CC=C(C=C12)NC(=O)C1=CC=C(C=C1)C1=CC=CC=C1 (N-[1-(2-Methoxyethyl)-1,2,3,4-tetrahydroquinolin-7-yl]-1,1′-biphenyl-4-carboxamide). Reaction SMILES: [NH2:1][C:2]1[CH:11]=[C:10]2[C:5]([CH2:6][CH2:7][CH2:8][N:9]2[CH2:12][CH2:13][O:14][CH3:15])=[CH:4][CH:3]=1.[C:16]1([C:25]2[CH:30]=[CH:29][CH:28]=[CH:27][CH:26]=2)[CH:21]=[CH:20][C:19]([C:22](O)=[O:23])=[CH:18][CH:17]=1.Cl.CN(C)CCCN=C=NCC>C(Cl)Cl.CN(C)C1C=CN=CC=1>[CH3:15][O:14][CH2:13][CH2:12][N:9]1[C:10]2[C:5](=[CH:4][CH:3]=[C:2]([NH:1][C:22]([C:19]3[CH:20]=[CH:21][C:16]([C:25]4[CH:26]=[CH:27][CH:28]=[CH:29][CH:30]=4)=[CH:17][CH:18]=3)=[O:23])[CH:11]=2)[CH2:6][CH2:7][CH2:8]1 |f:2.3|. Procedure: To a solution of 7-amino-1-(2-methoxyethyl)-1,2,3,4-tetrahydroquinoline (D13) (72 mg, 0.35 mmol) in DCM (2.5 ml) was added 4-biphenylcarboxylic acid (104 mg, 0.53 mmol), 1-(3-dimethylaminopropyl)-3-ethylcarbodiimide hydrochloride (97 mg, 0.53 mmol) and 4-dimethylaminopyridine (6 mg, 0.05 mmol) and the reaction stirred at ambient temperature overnight. The mixture was diluted with DCM, washed with 2M sodium hydroxide solution, dried over MgSO4 and concentrated in vacuo to give the crude product w... The reactants are C(CC)N1C=NC2=C1C=C(C=C2)N (3-propyl-5-aminobenzimidazole), BrBr (Br2), N (NH3). Solvent: CO.C(Cl)Cl (MeOH CH2Cl2). Product: C(CC)N1C=NC2=C1C(=C(C=C2)N)Br (3-Propyl-4-bromo-5-aminobenzimidazole). Yield: 37.0%. Reaction SMILES: [CH2:1]([N:4]1[C:8]2[CH:9]=[C:10]([NH2:13])[CH:11]=[CH:12][C:7]=2[N:6]=[CH:5]1)[CH2:2][CH3:3].[Br:14]Br.N>CO.C(Cl)Cl>[CH2:1]([N:4]1[C:8]2[C:9]([Br:14])=[C:10]([NH2:13])[CH:11]=[CH:12][C:7]=2[N:6]=[CH:5]1)[CH2:2][CH3:3] |f:3.4|. Procedure details: To a solution of 3-propyl-5-aminobenzimidazole (0.71 g, 4.3 mmol) in 10 ml of ACOH was added solution of Br2 in ACOH until it produces a precipitation. The reaction mixture was concentrated in vacuo to provide a brown solid which was subjected to column chromatography (5% NH3 sat'd MeOH/CH2Cl2) to provide 0.40 g (1.6 mmol, 37%) of the product. Reactants: C(=O)[C@@H]1CC[C@H](CC1)C#N (trans-4-formylcyclohexanecarbonitrile), [Cl-].FC=1C=C(C=CC1F)C1=NC=C(C=C1)C[P+](C1=CC=CC=C1)(C1=CC=CC=C1)C1=CC=CC=C1 ([2-(3,4-difluorophenyl)-5-pyridyl]methyltriphenylphosphonium chloride), potassium tert.-butylate, C(O)([O-])=O.[Na+] (sodium hydrogen carbonate). The solvent is C(C)OCC (diethyl ether), C(C)OCC (diethyl ether), C(C)OCC (diethyl ether). Run at time 30 minute. The product is FC=1C=C(C=CC1F)C1=NC=C(C=C1)C=C[C@@H]1CC[C@H](CC1)C#N (trans-4-[2-[2-(3,4-difluorophenyl)-5-pyridyl]vinyl]cyclohexanecarbonitrile). Reaction SMILES: [Cl-].[F:2][C:3]1[CH:4]=[C:5]([C:10]2[CH:15]=[CH:14][C:13]([CH2:16][P+](C3C=CC=CC=3)(C3C=CC=CC=3)C3C=CC=CC=3)=[CH:12][N:11]=2)[CH:6]=[CH:7][C:8]=1[F:9].[CH:36]([C@H:38]1[CH2:43][CH2:42][C@H:41]([C:44]#[N:45])[CH2:40][CH2:39]1)=O.C(=O)([O-])O.[Na+]>C(OCC)C>[F:2][C:3]1[CH:4]=[C:5]([C:10]2[CH:15]=[CH:14][C:13]([CH:16]=[CH:36][C@H:38]3[CH2:43][CH2:42][C@H:41]([C:44]#[N:45])[CH2:40][CH2:39]3)=[CH:12][N:11]=2)[CH:6]=[CH:7][C:8]=1[F:9] |f:0.1,3.4|. Procedure details: A suspension of 12.05 g of [2-(3,4-difluorophenyl)-5-pyridyl]methyltriphenylphosphonium chloride in 70 ml of diethyl ether is treated with 2.67 g of potassium tert.-butylate in a nitrogen atmosphere. The dark yellow suspension is stirred at room temperature for a further 30 minutes. A solution of 2.74 g of -trans-4-formylcyclohexanecarbonitrile in 30 ml of diethyl ether is then added dropwise at 0° C. The reaction mixture is stirred at 0° C. for a further 1 hour, then stirred with 40 ml of 1N so...